This data is from the Open Reaction Database (ORD), a public repository of structured organic reaction records. The task is: describe an organic reaction: reactants, conditions, products, and yield The reactants are NCc1ccc(Cl)cc1Cl, CC1COc2c(F)c(F)cc3c(=O)c(C(=O)O)cn1c23. The product is CC1COc2c(F)c(F)cc3c(=O)c(C(=O)NCc4ccc(Cl)cc4Cl)cn1c23. As a reaction SMILES: [Cl:21][c:22]1[c:23]([CH2:24][NH2:25])[cH:26][cH:27][c:28]([Cl:30])[cH:29]1.[F:1][c:2]1[cH:3][c:4]2[c:5](=[O:20])[c:6]([C:17](=[O:18])[OH:19])[cH:7][n:8]3[c:9]2[c:10]([c:11]1[F:12])[O:13][CH2:14][CH:15]3[CH3:16]>>[F:1][c:2]1[cH:3][c:4]2[c:5](=[O:20])[c:6]([C:17](=[O:18])[NH:25][CH2:24][c:23]3[c:22]([Cl:21])[cH:29][c:28]([Cl:30])[cH:27][cH:26]3)[cH:7][n:8]3[c:9]2[c:10]([c:11]1[F:12])[O:13][CH2:14][CH:15]3[CH3:16]. Starting materials: COC(=O)C1CC=CCN1, Cc1ccccc1, CC(C)Oc1cc(N=C=O)c(F)cc1Cl. The product is COC(=O)C1CC=CCN1C(=O)Nc1cc(OC(C)C)c(Cl)cc1F. RXN SMILES: [CH3:1][O:2][C:3](=[O:4])[CH:5]1[NH:6][CH2:7][CH:8]=[CH:9][CH2:10]1.[CH3:26][c:27]1[cH:28][cH:29][cH:30][cH:31][cH:32]1.[Cl:11][c:12]1[cH:13][c:14]([F:25])[c:15]([N:22]=[C:23]=[O:24])[cH:16][c:17]1[O:18][CH:19]([CH3:20])[CH3:21]>>[CH3:1][O:2][C:3](=[O:4])[CH:5]1[N:6]([C:23]([NH:22][c:15]2[c:14]([F:25])[cH:13][c:12]([Cl:11])[c:17]([O:18][CH:19]([CH3:20])[CH3:21])[cH:16]2)=[O:24])[CH2:7][CH:8]=[CH:9][CH2:10]1.